This data is from the Open Reaction Database (ORD), a public repository of structured organic reaction records. The task is: describe an organic reaction: reactants, conditions, products, and yield The reactants are C1(CC1)COC1=CC(=C(C(=O)O)C=C1)F (4-(cyclopropylmethoxy)-2-fluorobenzoic acid), B.C1CCOC1 (borane THF), O (water), O (water). Solvent: C1CCOC1 (THF). Reaction conditions: time 3 hour. Yields the product C1(CC1)COC1=CC(=C(C=C1)CO)F ([4-(cyclopropylmethoxy)-2-fluorophenyl]methanol). Isolated yield 87.4%. As a reaction SMILES: [CH:1]1([CH2:4][O:5][C:6]2[CH:14]=[CH:13][C:9]([C:10](O)=[O:11])=[C:8]([F:15])[CH:7]=2)[CH2:3][CH2:2]1.B.C1COCC1.O>C1COCC1>[CH:1]1([CH2:4][O:5][C:6]2[CH:14]=[CH:13][C:9]([CH2:10][OH:11])=[C:8]([F:15])[CH:7]=2)[CH2:2][CH2:3]1 |f:1.2|. Reported procedure: To a solution of 4-(cyclopropylmethoxy)-2-fluorobenzoic acid (5.00 g, 23.8 mmol) in THF (100 mL) was added dropwise 1 M borane-THF solution (54.7 mL, 54.7 mmol), and the mixture was stirred at room temperature for 3 hr. To the reaction mixture was slowly added dropwise water (100 mL). To this solution was further added water, and the mixture was extracted with ethyl acetate. The extract was washed with 10% aqueous potassium carbonate solution and saturated brine, and dried over anhydrous sodium ... Reactants: N1C=NC=C1 (imidazole), Cl.OC(CN1CCN(CC1)C1=C(C=CC=C1)OC)C1=CC=CC=C1 (1-(2-hydroxy-2-phenylethyl)-4-(2-methoxyphenyl) piperazine hydrochloride), S(=O)(Cl)Cl (thionyl chloride). Solvent: CO (methanol), CCOCC (ether), O (water). Product: COC1=C(C=CC=C1)N1CCN(CC1)CC(C1=CC=CC=C1)N1C=NC=C1 (1-(2-Methoxyphenyl)-4-[2-(1H-imidazol-1-yl)-2-(phenyl)ethyl]piperazine), trihydrochloride. RXN SMILES: Cl.O[CH:3]([C:19]1[CH:24]=[CH:23][CH:22]=[CH:21][CH:20]=1)[CH2:4][N:5]1[CH2:10][CH2:9][N:8]([C:11]2[CH:16]=[CH:15][CH:14]=[CH:13][C:12]=2[O:17][CH3:18])[CH2:7][CH2:6]1.S(Cl)(Cl)=O.[NH:29]1[CH:33]=[CH:32][N:31]=[CH:30]1>CCOCC.CO.O>[CH3:18][O:17][C:12]1[CH:13]=[CH:14][CH:15]=[CH:16][C:11]=1[N:8]1[CH2:9][CH2:10][N:5]([CH2:4][CH:3]([N:29]2[CH:33]=[CH:32][N:31]=[CH:30]2)[C:19]2[CH:24]=[CH:23][CH:22]=[CH:21][CH:20]=2)[CH2:6][CH2:7]1 |f:0.1|. Procedure details: A mixture of 1-(2-hydroxy-2-phenylethyl)-4-(2-methoxyphenyl) piperazine hydrochloride (1.6 g) and thionyl chloride (5 ml) was stirred at reflux for 5 min. The clear solution was then diluted with ether and the precipitated product collected by filtration and washed well with ether. The solid was added to a solution of imidazole (2.4 g, 40 mmol) in methanol (20 ml) and heated to reflux for 1 h. The reaction mixture was diluted with water and extracted with ethyl acetate. The extract was washed se... RXN SMILES: [CH2:24]1[CH2:25][CH2:26][NH:27][CH2:28][CH2:29]1.[CH3:1][O:2][C:3](=[O:4])[c:5]1[cH:6][c:7]2[c:11]([cH:12][cH:13]1)[NH:10][C:9](=[O:14])[CH2:8]2.[CH3:30][CH2:31][OH:32].[F:15][c:16]1[cH:17][cH:18][c:19]([CH:20]=[O:21])[cH:22][cH:23]1>>[CH3:1][O:2][C:3](=[O:4])[c:5]1[cH:6][c:7]2[c:11]([cH:12][cH:13]1)[NH:10][C:9](=[O:14])[C:8]2=[CH:20][c:19]1[cH:18][cH:17][c:16]([F:15])[cH:23][cH:22]1. The reactants are C1CCNCC1, COC(=O)c1ccc2c(c1)CC(=O)N2, CCO, O=Cc1ccc(F)cc1. The product is COC(=O)c1ccc2c(c1)C(=Cc1ccc(F)cc1)C(=O)N2. The reactants are C([O-])([O-])=O.[Na+].[Na+] (sodium carbonate), Cl[C@@H]1[C@@H]2[C@H](NC1)[C@H](CO2)O ((3R, 3aR, 6S, 6aS)-6-chlorohexahydro-2H-furo[3,2-b]pyrrol-3-ol), C1=CC=CC=2C3=CC=CC=C3C(C12)COC(=O)Cl (9-fluorenylmethoxycarbonyl chloride). Run in O1CCOCC1 (1,4-dioxane), O (water), O1CCOCC1 (1,4-dioxane), O (water). Run at time 60 minute. The product is Cl[C@@H]1[C@@H]2[C@H](N(C1)C(=O)OCC1C3=CC=CC=C3C=3C=CC=CC13)[C@H](CO2)O ((3R, 3aR, 6S, 6aS)-(9H-Fluoren-9-yl)methyl 6-chloro-3-hydroxytetrahydro-2H-furo[3,2-b]pyrrole-4(5H)-carboxylate). The yield is 87.0%. RXN SMILES: C(=O)([O-])[O-].[Na+].[Na+].[CH:7]1[C:19]2[CH:18]([CH2:20][O:21][C:22](Cl)=[O:23])[C:17]3[C:12](=[CH:13][CH:14]=[CH:15][CH:16]=3)[C:11]=2[CH:10]=[CH:9][CH:8]=1.[Cl:25][C@H:26]1[CH2:30][NH:29][C@@H:28]2[C@@H:31]([OH:34])[CH2:32][O:33][C@H:27]12>O.O1CCOCC1>[Cl:25][C@H:26]1[CH2:30][N:29]([C:22]([O:21][CH2:20][CH:18]2[C:19]3[CH:7]=[CH:8][CH:9]=[CH:10][C:11]=3[C:16]3[C:17]2=[CH:12][CH:13]=[CH:14][CH:15]=3)=[O:23])[C@@H:28]2[C@@H:31]([OH:34])[CH2:32][O:33][C@H:27]12 |f:0.1.2|. Procedure: A solution of sodium carbonate (0.49 g, 4.63 mmol) in water (7.5 mL) followed by a solution of 9-fluorenylmethoxycarbonyl chloride (0.55 g, 2.13 mmol) in 1,4-dioxane (2.5 mL) was added dropwise over 15 minutes whilst stirring to a solution of aminoalcohol (69) in 1,4-dioxane (5 mL). The mixture was stirred for 60 minutes then water (50 mL) was added and the product extracted into dichloromethane (3×25 mL), then dried (Na2SO4), filtered and reduced in vacuo to leave a colourless oil. Flash chroma... Starting materials: O=C1C2=C(CCCC2)C(=O)N1c1ccc(Br)c(O)c1, C=CCN(CC=C)C(=O)C(C)Br, O=C([O-])[O-], CC(C)=O, [I-], [K+], [K+], [K+]. The product is C=CCN(CC=C)C(=O)C(C)Oc1cc(N2C(=O)C3=C(CCCC3)C2=O)ccc1Br. As a reaction SMILES: [Br:13][c:14]1[c:15]([OH:31])[cH:16][c:17]([N:20]2[C:21](=[O:30])[C:22]3=[C:23]([C:24]2=[O:25])[CH2:26][CH2:27][CH2:28][CH2:29]3)[cH:18][cH:19]1.[Br:1][CH:2]([C:3](=[O:4])[N:5]([CH2:6][CH:7]=[CH2:8])[CH2:9][CH:10]=[CH2:11])[CH3:12].[C:32](=[O:33])([O-:34])[O-:35].[CH3:40][C:41](=[O:42])[CH3:43].[I-:39].[K+:36].[K+:37].[K+:38]>>[CH:2]([C:3](=[O:4])[N:5]([CH2:6][CH:7]=[CH2:8])[CH2:9][CH:10]=[CH2:11])([CH3:12])[O:31][c:15]1[c:14]([Br:13])[cH:19][cH:18][c:17]([N:20]2[C:21](=[O:30])[C:22]3=[C:23]([C:24]2=[O:25])[CH2:26][CH2:27][CH2:28][CH2:29]3)[cH:16]1. Starting materials: FC(C(=O)OCC)(F)F (ethyl trifluoroacetate), CNCCN (N-methylethylenediamine). Solvent: C(C)OCC (diethyl ether). Run at time 2 hour. Product: FC(C(=O)NCCNC)(F)F (2,2,2-Trifluoro-N-[2-(methylamino)ethyl]acetamide). Reaction SMILES: [F:1][C:2]([F:9])([F:8])[C:3]([O:5]CC)=O.[CH3:10][NH:11][CH2:12][CH2:13][NH2:14]>C(OCC)C>[F:9][C:2]([F:1])([F:8])[C:3]([NH:14][CH2:13][CH2:12][NH:11][CH3:10])=[O:5]. Procedure details: To a solution of ethyl trifluoroacetate (10 ml) in diethyl ether (20 ml) in an ice bath was added dropwise N-methylethylenediamine (7.4ml) for one hr. After addition, the reaction mixture was warmed to room temperature and stirred for 2 hr. Removal of ethyl ether from the reaction mixture gave the titled compound (14 g). The reactants are O=C(CBr)c1ccc(Cl)cc1Cl, CC#N, Nc1cccc(N2CC(=O)NS2(=O)=O)c1, [Na+], O=C([O-])O, O. The product is O=C1CN(c2cccc(NCC(=O)c3ccc(Cl)cc3Cl)c2)S(=O)(=O)N1. As a reaction SMILES: [Br:21][CH2:22][C:23](=[O:24])[c:25]1[c:26]([Cl:32])[cH:27][c:28]([Cl:31])[cH:29][cH:30]1.[C:34](#[N:35])[CH3:36].[NH2:1][c:2]1[cH:3][c:4]([N:8]2[CH2:9][C:10](=[O:15])[NH:11][S:12]2(=[O:13])=[O:14])[cH:5][cH:6][cH:7]1.[Na+:20].[O-:16][C:17]([OH:18])=[O:19].[OH2:33]>>[NH:1]([c:2]1[cH:3][c:4]([N:8]2[CH2:9][C:10](=[O:15])[NH:11][S:12]2(=[O:13])=[O:14])[cH:5][cH:6][cH:7]1)[CH2:22][C:23](=[O:24])[c:25]1[c:26]([Cl:32])[cH:27][c:28]([Cl:31])[cH:29][cH:30]1. Reactants: O(C1=CC=CC=C1)CC(CNCCN)O (1-phenoxy-3-β-aminoethylamino-2-propanol), SC1(NN=CC2=CC=CC=C12)C(=O)OCC (ethyl 4-mercaptophthalazine-4-carboxylate), Cl (hydrochloric acid), CCOCC (ether). Conditions: temperature 95 celsius. Yields the product Cl.O(C1=CC=CC=C1)CC(CNCCNC(=O)C1=NN=C(C2=CC=CC=C12)S)O (1-phenoxy-3-β-(4-mercaptophthalazine-1-carboxamido)ethylamino-2-propanol hydrochloride). RXN SMILES: [O:1]([CH2:8][CH:9]([OH:15])[CH2:10][NH:11][CH2:12][CH2:13][NH2:14])[C:2]1[CH:7]=[CH:6][CH:5]=[CH:4][CH:3]=1.[SH:16][C:17]1(C(OCC)=O)[C:26]2[C:21](=[CH:22][CH:23]=[CH:24][CH:25]=2)C=[N:19][NH:18]1.[ClH:32].CC[O:35][CH2:36][CH3:37]>>[ClH:32].[O:1]([CH2:8][CH:9]([OH:15])[CH2:10][NH:11][CH2:12][CH2:13][NH:14][C:36]([C:37]1[C:21]2[C:26](=[CH:25][CH:24]=[CH:23][CH:22]=2)[C:17]([SH:16])=[N:18][N:19]=1)=[O:35])[C:2]1[CH:7]=[CH:6][CH:5]=[CH:4][CH:3]=1 |f:4.5|. Procedure: An intimate mixture of 1-phenoxy-3-β-aminoethylamino-2-propanol (4.2 g.) and ethyl 4-mercaptophthalazine-4-carboxylate (2.3 g.) is heated at 95° C. for 1 hour, cooled, powdered and stirred with a mixture of aqueous 2N-hydrochloric acid and ether. The mixture is filtered and there is thus obtained as solid residue 1-phenoxy-3-β-(4-mercaptophthalazine-1-carboxamido)ethylamino-2-propanol hydrochloride, m.p. 232°-236° C., which is used without further purification. The reactants are COCCCN1CCOc2ccc(COC3CN(S(=O)(=O)c4ccc(C)cc4)C(CC(C)(C)C(=O)O)CC3c3ccc(COCC(C)COC)cc3)cc21, CN. Yields the product CNC(=O)C(C)(C)CC1CC(c2ccc(COCC(C)COC)cc2)C(OCc2ccc3c(c2)N(CCCOC)CCO3)CN1S(=O)(=O)c1ccc(C)cc1. Reaction SMILES: [CH3:1][O:2][CH2:3][CH:4]([CH2:5][O:6][CH2:7][c:8]1[cH:9][cH:10][c:11]([CH:14]2[CH2:15][CH:16]([CH2:47][C:48]([C:49](=[O:50])[OH:51])([CH3:52])[CH3:53])[N:17]([S:37](=[O:38])(=[O:39])[c:40]3[cH:41][cH:42][c:43]([CH3:46])[cH:44][cH:45]3)[CH2:18][CH:19]2[O:20][CH2:21][c:22]2[cH:23][cH:24][c:25]3[c:26]([cH:36]2)[N:27]([CH2:31][CH2:32][CH2:33][O:34][CH3:35])[CH2:28][CH2:29][O:30]3)[cH:12][cH:13]1)[CH3:54].[CH3:55][NH2:56]>>[CH3:1][O:2][CH2:3][CH:4]([CH2:5][O:6][CH2:7][c:8]1[cH:9][cH:10][c:11]([CH:14]2[CH2:15][CH:16]([CH2:47][C:48]([C:49](=[O:51])[NH:56][CH3:55])([CH3:52])[CH3:53])[N:17]([S:37](=[O:38])(=[O:39])[c:40]3[cH:41][cH:42][c:43]([CH3:46])[cH:44][cH:45]3)[CH2:18][CH:19]2[O:20][CH2:21][c:22]2[cH:23][cH:24][c:25]3[c:26]([cH:36]2)[N:27]([CH2:31][CH2:32][CH2:33][O:34][CH3:35])[CH2:28][CH2:29][O:30]3)[cH:12][cH:13]1)[CH3:54]. Starting materials: COC1=CC=C(CSC2=NC(=CC(=N2)Cl)Cl)C=C1 (2-p-methoxybenzylthio-4,6-dichloro-pyrimidine), NC1=C(C(=CC=C1)C)C (2,3-xylidine). Solvent: C(C)#N (acetonitrile). Product: COC1=CC=C(CSC2=NC(=CC(=N2)Cl)NC2=C(C(=CC=C2)C)C)C=C1 (2-p-Methoxybenzylthio-4-chloro-6-(2,3-xylidino)-pyrimidine). Reaction SMILES: [CH3:1][O:2][C:3]1[CH:18]=[CH:17][C:6]([CH2:7][S:8][C:9]2[N:14]=[C:13](Cl)[CH:12]=[C:11]([Cl:16])[N:10]=2)=[CH:5][CH:4]=1.[NH2:19][C:20]1[CH:25]=[CH:24][CH:23]=[C:22]([CH3:26])[C:21]=1[CH3:27]>C(#N)C>[CH3:1][O:2][C:3]1[CH:4]=[CH:5][C:6]([CH2:7][S:8][C:9]2[N:10]=[C:11]([Cl:16])[CH:12]=[C:13]([NH:19][C:20]3[CH:25]=[CH:24][CH:23]=[C:22]([CH3:26])[C:21]=3[CH3:27])[N:14]=2)=[CH:17][CH:18]=1. Reported procedure: To a solution of 2-p-methoxybenzylthio-4,6-dichloro-pyrimidine (19.8 g) in acetonitrile (100 l) is added 2,3-xylidine (16 ml) and the resulting mixture is refluxed for 36 hours. The solid is filtered, washed with a little amount of acetonitrile, then the filtrate is concentrated to dryness. The residue is purified by chromatography on silica-gel. 17 g of the desired product are obtained. M.p. 118°-119° C. (benzene/hexane).